Dataset: the Open Reaction Database (ORD), a public repository of structured organic reaction records. Task: describe an organic reaction: reactants, conditions, products, and yield The reactants are ClC=1C=C2C(C(=O)OC2=O)=CC1Cl (4,5-Dichlorophthalic acid, anhydride), N (Ammonia). Solvent: C1CCOC1 (THF). The product is C(N)(=O)C1=C(C(=O)O)C=C(C(=C1)Cl)Cl (2-Carbamoyl-4,5-dichlorobenzoic Acid). Yield: 80.0%. RXN SMILES: [Cl:1][C:2]1[CH:3]=[C:4]2[C:9](=[O:10])[O:8][C:6](=[O:7])[C:5]2=[CH:11][C:12]=1[Cl:13].[NH3:14]>C1COCC1>[C:9]([C:4]1[CH:3]=[C:2]([Cl:1])[C:12]([Cl:13])=[CH:11][C:5]=1[C:6]([OH:8])=[O:7])(=[O:10])[NH2:14]. Procedure details: 4,5-Dichlorophthalic acid, anhydride (20.0 g, 92.2 mmol) was dissolved in dry THF (400 mL) and cooled in an ice bath. Ammonia gas was then passed through this solution for 10 minutes to afford a precipitate. The THF was removed and water (400 mL) was added. This aqueous solution was brought to acidic pH with 10% aqueous HCl whereupon a precipitate appeared. This solid was collected, washed with water and dried in vacuo to provide the product (17.3 g, 80%) as a tan solid, m.p. 197°-201° C. Reactants: CS(=O)(=O)C1=CC=C(C=C1)C=1C=2N(C=C(C1)C(F)(F)F)N=C(N2)N (8-(4-methanesulfonyl-phenyl)-6-trifluoromethyl-[1,2,4]triazolo[1,5-a]pyridin-2-ylamine), BrC1=CC=C(C=C1)N1CCN(CC1)C (1-(4-bromo-phenyl)-4-methyl-piperazine). Yields the product CS(=O)(=O)C1=CC=C(C=C1)C=1C=2N(C=C(C1)C(F)(F)F)N=C(N2)NC2=CC=C(C=C2)N2CCN(CC2)C ([8-(4-Methanesulfonyl-phenyl)-6-trifluoromethyl-[1,2,4]triazolo[1,5-a]pyridin-2-yl]-[4-(4-methyl-piperazin-1-yl)-phenyl]-amine), solid. The yield is 21.0%. Reaction SMILES: [CH3:1][S:2]([C:5]1[CH:10]=[CH:9][C:8]([C:11]2[C:12]3[N:13]([N:21]=[C:22]([NH2:24])[N:23]=3)[CH:14]=[C:15]([C:17]([F:20])([F:19])[F:18])[CH:16]=2)=[CH:7][CH:6]=1)(=[O:4])=[O:3].Br[C:26]1[CH:31]=[CH:30][C:29]([N:32]2[CH2:37][CH2:36][N:35]([CH3:38])[CH2:34][CH2:33]2)=[CH:28][CH:27]=1>>[CH3:1][S:2]([C:5]1[CH:10]=[CH:9][C:8]([C:11]2[C:12]3[N:13]([N:21]=[C:22]([NH:24][C:26]4[CH:27]=[CH:28][C:29]([N:32]5[CH2:37][CH2:36][N:35]([CH3:38])[CH2:34][CH2:33]5)=[CH:30][CH:31]=4)[N:23]=3)[CH:14]=[C:15]([C:17]([F:19])([F:20])[F:18])[CH:16]=2)=[CH:7][CH:6]=1)(=[O:3])=[O:4]. Reported procedure: [8-(4-Methanesulfonyl-phenyl)-6-trifluoromethyl-[1,2,4]triazolo[1,5-a]pyridin-2-yl]-[4-(4-methyl-piperazin-1-yl)-phenyl]-amine was prepared from 8-(4-methanesulfonyl-phenyl)-6-trifluoromethyl-[1,2,4]triazolo[1,5-a]pyridin-2-ylamine and 1-(4-bromo-phenyl)-4-methyl-piperazine in a manner analogous to Step 2d and was isolated as a yellow solid (21% yield). MP 126-134° C. 1H NMR (400 MHz, (CDCl3, δ, ppm): 8.82 (s, 1H), 8.25 (d, J=7.8 Hz, 2H), 8.13 (d, J=7.3 Hz, 2H), 7.79 (s, 1H), 7.49 (d, J=8.2 Hz, ... Run in CN(C=O)C (dimethylformamide). Procedure: A mixture of 1.07 g (0.005 moles) of 3-(1H-tetrazol-5-yl)-4-oxo-4H-pyrido[1,2-a]pyrimidine; 45 ml of dimethylformamide, 0.75 g (0.0055 moles) of anhydrous potassium carbonate and 0.76 ml (0.01 moles) of methyl chloroformate was stirred at 80°-90° C. for 6 hours. The hot reaction mixture was filtered; the crystals precipitating from the filtrate were collected to obtain 0.32 g (23.5%) of the 1:1 ratio mixture of the title compounds, which on crystallization from ethanol gave the 3-(1-methoxycarbo... Yields the product COC(=O)N1N=NN=C1C1=CN=C2N(C1=O)C=CC=C2 (3-(1-methoxycarbonyl-1H-tetrazol-5-yl)-4-oxo-4H-pyrido[1,2-a]pyrimidine). Starting materials: N1N=NN=C1C1=CN=C2N(C1=O)C=CC=C2 (3-(1H-tetrazol-5-yl)-4-oxo-4H-pyrido[1,2-a]pyrimidine), title compounds, C([O-])([O-])=O.[K+].[K+] (potassium carbonate), ClC(=O)OC (methyl chloroformate). As a reaction SMILES: [NH:1]1[C:5]([C:6]2[C:11](=[O:12])[N:10]3[CH:13]=[CH:14][CH:15]=[CH:16][C:9]3=[N:8][CH:7]=2)=[N:4][N:3]=[N:2]1.C(=O)([O-])[O-].[K+].[K+].Cl[C:24]([O:26][CH3:27])=[O:25]>CN(C)C=O>[CH3:27][O:26][C:24]([N:1]1[C:5]([C:6]2[C:11](=[O:12])[N:10]3[CH:13]=[CH:14][CH:15]=[CH:16][C:9]3=[N:8][CH:7]=2)=[N:4][N:3]=[N:2]1)=[O:25] |f:1.2.3|. Reactants: [Al+3], [Br-], CCCCCC(=O)c1ccc(OC)cc1, [Cl-], [Cl-], [Cl-]. The product is CCCCC(Br)C(=O)c1ccc(OC)cc1. RXN SMILES: [Al+3:18].[Br-:16].[CH3:1][O:2][c:3]1[cH:4][cH:5][c:6]([C:9]([CH2:10][CH2:11][CH2:12][CH2:13][CH3:14])=[O:15])[cH:7][cH:8]1.[Cl-:17].[Cl-:19].[Cl-:20]>>[CH3:1][O:2][c:3]1[cH:4][cH:5][c:6]([C:9]([CH:10]([CH2:11][CH2:12][CH2:13][CH3:14])[Br:16])=[O:15])[cH:7][cH:8]1. Reactants: CCC(=O)CC(=O)OC, O=C([O-])O, CCOC(C)=O, CCOC(OCC)OCC, [Na+], OCC1(CO)OCCO1, O, Cc1ccc(S(=O)(=O)O)cc1. The product is CCC1(CC(=O)OC)OCC2(CO1)OCCO2. Reaction SMILES: [C:10]([CH2:11][CH3:12])(=[O:13])[CH2:14][C:15](=[O:16])[O:17][CH3:18].[C:41](=[O:42])([O-:43])[OH:44].[CH3:46][CH2:47][O:48][C:49](=[O:50])[CH3:51].[CH:19]([O:20][CH2:21][CH3:22])([O:23][CH2:24][CH3:25])[O:26][CH2:27][CH3:28].[Na+:45].[O:1]1[C:2]([CH2:6][OH:7])([CH2:8][OH:9])[O:3][CH2:4][CH2:5]1.[OH2:29].[c:30]1([CH3:31])[cH:32][cH:33][c:34]([S:35]([OH:36])(=[O:37])=[O:38])[cH:39][cH:40]1>>[O:1]1[C:2]2([O:3][CH2:4][CH2:5]1)[CH2:6][O:7][C:10]([CH2:11][CH3:12])([CH2:14][C:15](=[O:16])[O:17][CH3:18])[O:9][CH2:8]2. Starting materials: O (water), FC1=CC(=C(C=C1)[N+](=O)[O-])OC (4-fluoro-2-methoxy-1-nitrobenzene), C1C2N(CCN1)CCC2 (octahydropyrrolo[1,2-a]pyrazine), C([O-])([O-])=O.[K+].[K+] (potassium carbonate). The solvent is CC(=O)N(C)C (dimethylacetamide). Run at temperature 100 celsius. The product is COC=1C=C(C=CC1[N+](=O)[O-])N1CC2N(CC1)CCC2 (2-(3-methoxy-4-nitrophenyl)octahydropyrrolo[1,2-a]pyrazine). RXN SMILES: F[C:2]1[CH:7]=[CH:6][C:5]([N+:8]([O-:10])=[O:9])=[C:4]([O:11][CH3:12])[CH:3]=1.[CH2:13]1[NH:18][CH2:17][CH2:16][N:15]2[CH2:19][CH2:20][CH2:21][CH:14]12.C(=O)([O-])[O-].[K+].[K+].O>CC(N(C)C)=O>[CH3:12][O:11][C:4]1[CH:3]=[C:2]([N:18]2[CH2:17][CH2:16][N:15]3[CH2:19][CH2:20][CH2:21][CH:14]3[CH2:13]2)[CH:7]=[CH:6][C:5]=1[N+:8]([O-:10])=[O:9] |f:2.3.4|. Reported procedure: A mixture of 4-fluoro-2-methoxy-1-nitrobenzene (342 mg, 2 mmol), octahydropyrrolo[1,2-a]pyrazine (252 mg, 2 mmol) and potassium carbonate (552 mg, 4 mmol) in dimethylacetamide (10 mL) was heated at 100° C. for 16 hours. After cooling to ambient temperature, the mixture was poured into water and extracted with ethyl acetate (3×50 mL). The combined organic phase was washed with brine, dried over sodium sulfate, filtered and concentrated. The residue was purified by flash chromatography on silica g... Starting materials: CS(=O)(=O)C1=NC=C(C=N1)C1=CC(=C(O1)C1=CC=NC=C1)C=1C=C2CCC(C2=CC1)=O (5-[5-(2-Methanesulfonylpyrimidin-5-yl)-2-pyridin-4ylfuran-3-yl]indan-1-one), CN(CCN)C (N,N-dimethylethylenediamine). Procedure details: The title compound (0.03 g, 20%) was prepared from the product of Example 7 Step 6 and N,N-dimethylethylenediamine using the method of Example 7 Step 7; 1H NMR (CDCl3) 8.68 (2H, s), 8.52 (2H, d, J 8 Hz), 7.82 (1H, d, J 10 Hz), 7.57 (H, s), 7.46 (1H, d, J 10 Hz), 7.39 (2H, J 8 Hz), 6.67 (1H, s), 5.90 (1H, m), 3.53 (2H, m), 3.18 (2H, t, J 5 Hz), 2.77 (2H, t, J 8 Hz,), 2.56 (2H, t, J 5 Hz) 2.29 (6H, s). RXN SMILES: CS([C:5]1[N:10]=[CH:9][C:8]([C:11]2[O:15][C:14]([C:16]3[CH:21]=[CH:20][N:19]=[CH:18][CH:17]=3)=[C:13]([C:22]3[CH:23]=[C:24]4[C:28](=[CH:29][CH:30]=3)[C:27](=[O:31])[CH2:26][CH2:25]4)[CH:12]=2)=[CH:7][N:6]=1)(=O)=O.[CH3:32][N:33]([CH3:37])[CH2:34][CH2:35][NH2:36]>>[CH3:32][N:33]([CH3:37])[CH2:34][CH2:35][NH:36][C:5]1[N:10]=[CH:9][C:8]([C:11]2[O:15][C:14]([C:16]3[CH:17]=[CH:18][N:19]=[CH:20][CH:21]=3)=[C:13]([C:22]3[CH:23]=[C:24]4[C:28](=[CH:29][CH:30]=3)[C:27](=[O:31])[CH2:26][CH2:25]4)[CH:12]=2)=[CH:7][N:6]=1. Yields the product CN(CCNC1=NC=C(C=N1)C1=CC(=C(O1)C1=CC=NC=C1)C=1C=C2CCC(C2=CC1)=O)C (5-{5-[2-(2-Dimethylaminoethylamino)pyrimidin-5-yl]-2-pyridin-4-ylfuran-3-yl}-indan-1-one). Isolated yield 20.0%.